Dataset: the Open Reaction Database (ORD), a public repository of structured organic reaction records. Task: describe an organic reaction: reactants, conditions, products, and yield Reactants: [H-].[Na+] (Sodium hydride), BrC=1C(=NC=CC1)NC(CC=1CCN(CC1)C(=O)OCC1=CC=CC=C1)=O (benzyl 4-{2-[(3-bromopyridin-2-yl)amino]-2-oxoethyl}-3,6-dihydropyridine-1(2H)-carboxylate), C[Si](CCOCCl)(C)C (2-(trimethylsilyl)ethoxymethyl chloride), [H-].[Na+] (sodium hydride), C[Si](CCOCCl)(C)C (2-(trimethylsilyl)ethoxymethyl chloride). Solvent: C1CCOC1 (THF). Run at time 0.5 hour. Yields the product N1CCC2(CC1)CC(NC1=NC=CC=C12)=O (1H-Spiro[1,8-naphthyridine-4,4′-piperidin]-2(3H)-one). Yield: 0.2%. Reaction SMILES: [H-].[Na+].Br[C:4]1[C:5]([NH:10][C:11](=[O:29])[CH2:12][C:13]2[CH2:14][CH2:15][N:16](C(OCC3C=CC=CC=3)=O)[CH2:17][CH:18]=2)=[N:6][CH:7]=[CH:8][CH:9]=1.C[Si](C)(C)CCOCCl>C1COCC1>[NH:16]1[CH2:17][CH2:18][C:13]2([C:4]3[C:5](=[N:6][CH:7]=[CH:8][CH:9]=3)[NH:10][C:11](=[O:29])[CH2:12]2)[CH2:14][CH2:15]1 |f:0.1|. Procedure: Sodium hydride (60% dispersion in mineral oil; 117 mg, 4.88 mol) was added in portions over 10 min to a solution of benzyl 4-{2-[(3-bromopyridin-2-yl)amino]-2-oxoethyl}-3,6-dihydropyridine-1(2H)-carboxylate (1.91 g, 4.43 mol) in THF (15 mL) at 0° C. After 0.5 h, 2-(trimethylsilyl)ethoxymethyl chloride (0.861 mL, 4.88 mol) was then added slowly, keeping the temperature of the reaction mixture below 10° C. After 4 h, sodium hydride (60 mg) and 2-(trimethylsilyl)ethoxymethyl chloride (0.45 ml) were...